Dataset: the Open Reaction Database (ORD), a public repository of structured organic reaction records. Task: describe an organic reaction: reactants, conditions, products, and yield The reactants are C(C1=CC=CC=C1)OC1=CC=C(C=C1)C1C(NC(O1)=O)CC1=CC(=CC=C1)OC(C(F)F)(F)F ((4RS,5SR)-5-[4-(benzyloxy)phenyl]-4-[3-(1,1,2,2-tetrafluoroethoxy)benzyl]-1,3-oxazolidin-2-one), [OH-].[Na+] (sodium hydroxide). Solvent: C(C)O (ethanol). Yields the product NC(C(O)C1=CC=C(C=C1)OCC1=CC=CC=C1)CC1=CC(=CC=C1)OC(C(F)F)(F)F ((1RS,2SR)-2-amino-1-[4-(benzyloxy)phenyl]-3-[3-(1,1,2,2-tetrafluoroethoxy)phenyl]propan-1-ol). As a reaction SMILES: [CH2:1]([O:8][C:9]1[CH:14]=[CH:13][C:12]([CH:15]2[O:19]C(=O)[NH:17][CH:16]2[CH2:21][C:22]2[CH:27]=[CH:26][CH:25]=[C:24]([O:28][C:29]([F:34])([F:33])[CH:30]([F:32])[F:31])[CH:23]=2)=[CH:11][CH:10]=1)[C:2]1[CH:7]=[CH:6][CH:5]=[CH:4][CH:3]=1.[OH-].[Na+]>C(O)C>[NH2:17][CH:16]([CH2:21][C:22]1[CH:27]=[CH:26][CH:25]=[C:24]([O:28][C:29]([F:33])([F:34])[CH:30]([F:31])[F:32])[CH:23]=1)[CH:15]([C:12]1[CH:11]=[CH:10][C:9]([O:8][CH2:1][C:2]2[CH:3]=[CH:4][CH:5]=[CH:6][CH:7]=2)=[CH:14][CH:13]=1)[OH:19] |f:1.2|. Procedure details: To a solution of (4RS,5SR)-5-[4-(benzyloxy)phenyl]-4-[3-(1,1,2,2-tetrafluoroethoxy)benzyl]-1,3-oxazolidin-2-one (2.50 g, 5.26 mmol) in ethanol (30 ml) was added 8N aqueous sodium hydroxide solution (2 ml, 16 mmol), and the mixture was heated under reflux for 5 hrs. The reaction solution was concentrated and diluted with water (100 ml). The mixture was extracted with ethyl acetate (100 ml×2). The extract was washed with saturated brine, dried (anhydrous magnesium sulfate) and evaporated under red...